This data is from the Open Reaction Database (ORD), a public repository of structured organic reaction records. The task is: describe an organic reaction: reactants, conditions, products, and yield Starting materials: OOS(=O)[O-].[K+] (Oxone), ClC=1C=C(C=C(C1F)Cl)C(/C=C/C1=CC(=C(C(=O)NCC(NCC(F)(F)F)=O)C=C1)SC)C(F)(F)F ((E)-4-(3-(3,5-dichloro-4-fluorophenyl)-4,4,4-trifluorobut-1-enyl)-2-(methylthio)-N-(2-oxo-2-(2,2,2-trifluoroethylamino)ethyl)benzamide), CC(=O)C.O (acetone water). Run at time 18 hour. The product is ClC=1C=C(C=C(C1F)Cl)C(/C=C/C1=CC(=C(C(=O)NCC(NCC(F)(F)F)=O)C=C1)S(=O)(=O)C)C(F)(F)F ((E)-4-(3-(3,5-Dichloro-4-fluorophenyl)-4,4,4-trifluorobut-1-enyl)-2-(methylsulfonyl)-N-(2-oxo-2-(2,2,2-trifluoroethylamino)ethyl)benzamide), solid. The yield is 56.0%. Reaction SMILES: O[O:2][S:3]([O-:5])=O.[K+].[Cl:7][C:8]1[CH:9]=[C:10]([CH:16]([C:39]([F:42])([F:41])[F:40])/[CH:17]=[CH:18]/[C:19]2[CH:36]=[CH:35][C:22]([C:23]([NH:25][CH2:26][C:27](=[O:34])[NH:28][CH2:29][C:30]([F:33])([F:32])[F:31])=[O:24])=[C:21](SC)[CH:20]=2)[CH:11]=[C:12]([Cl:15])[C:13]=1[F:14].[CH3:43]C(C)=O.O>>[Cl:7][C:8]1[CH:9]=[C:10]([CH:16]([C:39]([F:42])([F:41])[F:40])/[CH:17]=[CH:18]/[C:19]2[CH:20]=[CH:21][C:22]([C:23]([NH:25][CH2:26][C:27](=[O:34])[NH:28][CH2:29][C:30]([F:32])([F:33])[F:31])=[O:24])=[C:35]([S:3]([CH3:43])(=[O:5])=[O:2])[CH:36]=2)[CH:11]=[C:12]([Cl:15])[C:13]=1[F:14] |f:0.1,3.4|. Reported procedure: Oxone (320 mg, 0.50 mmol) was added to a stirred solution of (E)-4-(3-(3,5-dichloro-4-fluorophenyl)-4,4,4-trifluorobut-1-enyl)-2-(methylthio)-N-(2-oxo-2-(2,2,2-trifluoroethylamino)ethyl)benzamide (150 mg, 0.25 mmol) in acetone-water (10 mL, 1:1) at ambient temperature and the reaction mixture was stirred for 18 h. The reaction mixture was then extracted with CH2Cl2. The organic layer was washed with brine and water, dried (Na2SO4), filtered, concentrated and the residue was triturated with penta... Starting materials: OC1=CC2=C(C=C(O2)C(CC(\C=C\C2=CC=CC=C2)=O)=O)C=C1 ((4E)-1-(6-hydroxy-1-benzofuran-2-yl)-5-phenylpent-4-ene-1,3-dione), O.NN (hydrazine monohydrate). The reagents and catalysts are C(C)(=O)O (acetic acid). Run in C(C)O (ethanol). Reaction conditions: temperature 382.5 celsius. The product is C1(=CC=CC=C1)/C=C/C1=CC(=NN1)C=1OC2=C(C1)C=CC(=C2)O (2-{5-[(E)-2-Phenylethenyl]-1H-pyrazol-3-yl}-1-benzofuran-6-ol). Isolated yield 11.0%. As a reaction SMILES: [OH:1][C:2]1[CH:23]=[CH:22][C:5]2[CH:6]=[C:7]([C:9](=O)[CH2:10][C:11](=O)/[CH:12]=[CH:13]/[C:14]3[CH:19]=[CH:18][CH:17]=[CH:16][CH:15]=3)[O:8][C:4]=2[CH:3]=1.O.[NH2:25][NH2:26]>C(O)(=O)C.C(O)C>[C:14]1(/[CH:13]=[CH:12]/[C:11]2[NH:26][N:25]=[C:9]([C:7]3[O:8][C:4]4[CH:3]=[C:2]([OH:1])[CH:23]=[CH:22][C:5]=4[CH:6]=3)[CH:10]=2)[CH:19]=[CH:18][CH:17]=[CH:16][CH:15]=1 |f:1.2|. Reported procedure: To a mixture of (4E)-1-(6-hydroxy-1-benzofuran-2-yl)-5-phenylpent-4-ene-1,3-dione (0.48 mmol) and hydrazine monohydrate (0.02 g, 0.48 mmol) were added ethanol (24 mL) and acetic acid (1 drop) in a sealed tube. The reaction was heated at 65-700° C. overnight. The solvent was removed under reduced pressure to afford crude product. The crude product was purified by reverse phase HPLC. The fractions from HPLC were combined, neutralized with 1.0 N aqueous sodium hydroxide solution, and diluted with e... The reactants are [K].SC=1SC=2C(=NC=C(C2)C(=O)OCC)N1 (ethyl 2-mercaptothiazolo[4,5-b]pyridine-6-carboxylate potassium salt), IC (iodomethane). The solvent is CN(C)C=O (DMF). Reaction conditions: temperature 0 celsius, time 2 hour. Product: CSC=1SC=2C(=NC=C(C2)C(=O)OCC)N1 (ethyl 2-(methylthio)thiazolo[4,5-b]pyridine-6-carboxylate). Yield: 79.1%. Reaction SMILES: [K].[SH:2][C:3]1[S:4][C:5]2[C:6]([N:16]=1)=[N:7][CH:8]=[C:9]([C:11]([O:13][CH2:14][CH3:15])=[O:12])[CH:10]=2.I[CH3:18]>CN(C=O)C>[CH3:18][S:2][C:3]1[S:4][C:5]2[C:6]([N:16]=1)=[N:7][CH:8]=[C:9]([C:11]([O:13][CH2:14][CH3:15])=[O:12])[CH:10]=2 |f:0.1,^1:0|. Procedure details: To a stirred mixture of ethyl 2-mercaptothiazolo[4,5-b]pyridine-6-carboxylate potassium salt (1.7 g, 6.6 mmol) from the previous step in DMF (10 mL) at 0° C. was added iodomethane (226 μL, 3.6 mmol). After the mixture was stirred at 0° C. for 2 h, it was allowed to warm slowly to rt. The mixture was partitioned between EtOAc (100 mL) and 0.5 M aq Na2CO3 (50 mL). The organic layer was separated and washed with brine (50 mL), dried over Mg2SO4, filtered, and concentrated under reduced pressure to ... Procedure details: Morpholine (26 uL, 0.30 mmol) and acetic acid (17 ul, 0.30 mmol) were added to a solution of 5-formyl-2-[(phenylmethyl)oxy]-N-3-pyridinylbenzamide (may be prepared as described in Example 66; 100 mg, 0.301 mmol) in DCE (5 ml). The solution was stirred for 4 hours at 50° C. then sodium triacetoxyborohydride (96 mg, 0.45 mmol) was added. The reaction was stirred overnight. Saturated NaHCO3 solution (5 ml) was added and the mixture stirred for 5 minutes. The organic layer was then diluted with dich... Run in ClCCCl (DCE), ClCCl (dichloromethane). Starting materials: C(C)(=O)O[BH-](OC(C)=O)OC(C)=O.[Na+] (sodium triacetoxyborohydride), N1CCOCC1 (Morpholine), C(C)(=O)O (acetic acid), C(=O)C=1C=CC(=C(C(=O)NC=2C=NC=CC2)C1)OCC1=CC=CC=C1 (5-Formyl-2-[(phenylmethyl)oxy]-N-3-pyridinylbenzamide), C(=O)(O)[O-].[Na+] (NaHCO3). RXN SMILES: [NH:1]1[CH2:6][CH2:5][O:4][CH2:3][CH2:2]1.C(O)(=O)C.[CH:11]([C:13]1[CH:14]=[CH:15][C:16]([O:28][CH2:29][C:30]2[CH:35]=[CH:34][CH:33]=[CH:32][CH:31]=2)=[C:17]([CH:27]=1)[C:18]([NH:20][C:21]1[CH:22]=[N:23][CH:24]=[CH:25][CH:26]=1)=[O:19])=O.C(O[BH-](OC(=O)C)OC(=O)C)(=O)C.[Na+].C([O-])(O)=O.[Na+]>ClCCCl.ClCCl>[N:1]1([CH2:11][C:13]2[CH:14]=[CH:15][C:16]([O:28][CH2:29][C:30]3[CH:35]=[CH:34][CH:33]=[CH:32][CH:31]=3)=[C:17]([CH:27]=2)[C:18]([NH:20][C:21]2[CH:22]=[N:23][CH:24]=[CH:25][CH:26]=2)=[O:19])[CH2:6][CH2:5][O:4][CH2:3][CH2:2]1 |f:3.4,5.6|. The product is N1(CCOCC1)CC=1C=CC(=C(C(=O)NC=2C=NC=CC2)C1)OCC1=CC=CC=C1 (5-(4-Morpholinylmethyl)-2-[(phenylmethyl)oxy]-N-3-pyridinylbenzamide). Run at temperature 50 celsius, time 4 hour. Starting materials: CCO, CCOC(=O)c1cc([N+](=O)[O-])cc2sc3ccccc3c(=O)c12. The product is CCOC(=O)c1cc(OCC)cc2sc3ccccc3c(=O)c12. Reaction SMILES: [CH3:24][CH2:25][OH:26].[N+:1]([O-:2])(=[O:3])[c:4]1[cH:5][c:6]([C:19](=[O:20])[O:21][CH2:22][CH3:23])[c:7]2[c:8](=[O:18])[c:9]3[cH:10][cH:11][cH:12][cH:13][c:14]3[s:15][c:16]2[cH:17]1>>[c:4]1([O:26][CH2:25][CH3:24])[cH:5][c:6]([C:19](=[O:20])[O:21][CH2:22][CH3:23])[c:7]2[c:8](=[O:18])[c:9]3[cH:10][cH:11][cH:12][cH:13][c:14]3[s:15][c:16]2[cH:17]1.